From a dataset of the Open Reaction Database (ORD), a public repository of structured organic reaction records. describe an organic reaction: reactants, conditions, products, and yield Reactants: c1ccc(CCC2CCNCC2)cc1, CCOCC, O=C1COc2cc(NC(=O)C(=O)O)ccc2N1. Product: O=C1COc2cc(NC(=O)C(=O)N3CCC(CCc4ccccc4)CC3)ccc2N1. As a reaction SMILES: [CH2:18]([CH2:19][c:20]1[cH:21][cH:22][cH:23][cH:24][cH:25]1)[CH:26]1[CH2:27][CH2:28][NH:29][CH2:30][CH2:31]1.[CH2:32]([O:33][CH2:34][CH3:35])[CH3:36].[O:1]=[C:2]1[CH2:3][O:4][c:5]2[c:6]([cH:8][cH:9][c:10]([NH:12][C:13]([C:14](=[O:15])[OH:16])=[O:17])[cH:11]2)[NH:7]1>>[O:1]=[C:2]1[CH2:3][O:4][c:5]2[c:6]([cH:8][cH:9][c:10]([NH:12][C:13]([C:14](=[O:16])[N:29]3[CH2:28][CH2:27][CH:26]([CH2:18][CH2:19][c:20]4[cH:21][cH:22][cH:23][cH:24][cH:25]4)[CH2:31][CH2:30]3)=[O:17])[cH:11]2)[NH:7]1. Reactants: CC(C)(C)c1ccc(OCC(=O)O)c(Cl)n1, C1CCOC1, Cl, CS(=O)(=O)Nc1ccc(CN)cc1F. Yields the product CC(C)(C)c1ccc(OCC(=O)NCc2ccc(NS(C)(=O)=O)c(F)c2)c(Cl)n1. Reaction SMILES: [C:16]([CH3:17])([CH3:18])([CH3:19])[c:20]1[cH:21][cH:22][c:23]([O:27][CH2:28][C:29](=[O:30])[OH:31])[c:24]([Cl:26])[n:25]1.[CH2:32]1[O:33][CH2:34][CH2:35][CH2:36]1.[ClH:1].[F:2][c:3]1[cH:4][c:5]([CH2:6][NH2:7])[cH:8][cH:9][c:10]1[NH:11][S:12](=[O:13])(=[O:14])[CH3:15]>>[F:2][c:3]1[cH:4][c:5]([CH2:6][NH:7][C:29]([CH2:28][O:27][c:23]2[cH:22][cH:21][c:20]([C:16]([CH3:17])([CH3:18])[CH3:19])[n:25][c:24]2[Cl:26])=[O:30])[cH:8][cH:9][c:10]1[NH:11][S:12](=[O:13])(=[O:14])[CH3:15]. Starting materials: [Al+3], CCC(=O)Cl, CCCCc1ccccc1, ClCCl, CC(C)Cc1ccccc1, CCC(=O)O, [Cl-], [Cl-], [Cl-], ClP(Cl)Cl, Cl, O. Product: CCC(=O)c1ccc(CC(C)C)cc1. As a reaction SMILES: [Al+3:16].[C:10]([Cl:11])(=[O:12])[CH2:13][CH3:14].[CH2:29]([c:30]1[cH:31][cH:32][cH:33][cH:34][cH:35]1)[CH2:36][CH2:37][CH3:38].[CH2:41]([Cl:42])[Cl:43].[CH3:19][CH:20]([CH3:21])[CH2:22][c:23]1[cH:24][cH:25][cH:26][cH:27][cH:28]1.[CH3:5][CH2:6][C:7]([OH:8])=[O:9].[Cl-:15].[Cl-:17].[Cl-:18].[Cl:1][P:2]([Cl:3])[Cl:4].[ClH:39].[OH2:40]>>[CH3:5][CH2:6][C:7](=[O:9])[c:26]1[cH:25][cH:24][c:23]([CH2:22][CH:20]([CH3:19])[CH3:21])[cH:28][cH:27]1. The reactants are COc1cc(C=Cc2ccc(=O)[nH]n2)cc(OC)c1OC, [Na+], [OH-], O, O=P(Cl)(Cl)Cl. Yields the product COc1cc(C=Cc2ccc(Cl)nn2)cc(OC)c1OC. As a reaction SMILES: [CH3:1][O:2][c:3]1[cH:4][c:5]([CH:6]=[CH:7][c:8]2[cH:9][cH:10][c:11](=[O:14])[nH:12][n:13]2)[cH:15][c:16]([O:20][CH3:21])[c:17]1[O:18][CH3:19].[Na+:24].[OH-:23].[OH2:22].[P:25]([Cl:26])([Cl:27])([Cl:28])=[O:29]>>[CH3:1][O:2][c:3]1[cH:4][c:5]([CH:6]=[CH:7][c:8]2[cH:9][cH:10][c:11]([Cl:27])[n:12][n:13]2)[cH:15][c:16]([O:20][CH3:21])[c:17]1[O:18][CH3:19]. Starting materials: ClC=1C=CC(=C(C#N)C1)C (5-chloro-2-methylbenzonitrile), C(=O)=O.CC(=O)C (dry ice acetone), C(#N)C1=CC=CC2=CC=CC=C12 (1-cyanonaphthalene), [NH4+].[Cl-] (NH4Cl), N (ammonia), [K] (potassium), N (ammonia). Reagents/catalysts: O.O.O.O.O.O.O.O.O.[N+](=O)([O-])[O-].[Fe+3].[N+](=O)([O-])[O-].[N+](=O)([O-])[O-] (Iron (III) nitrate nonahydrate). Solvent: C1CCOC1 (THF), C1CCOC1 (THF). Run at time 5 minute. Product: ClC1=CC=C2C=C(N=C(C2=C1)N)C1=CC=CC2=CC=CC=C12 (7-Chloro-3-(1-naphthalenyl)-1-isoquinolineamine). The yield is 14.3%. Reaction SMILES: C(=O)=O.CC(C)=O.N.[K].[Cl:10][C:11]1[CH:12]=[CH:13][C:14]([CH3:19])=[C:15]([CH:18]=1)[C:16]#[N:17].[C:20]([C:22]1[C:31]2[C:26](=[CH:27][CH:28]=[CH:29][CH:30]=2)[CH:25]=[CH:24][CH:23]=1)#[N:21].[NH4+].[Cl-]>C1COCC1.O.O.O.O.O.O.O.O.O.[N+]([O-])([O-])=O.[Fe+3].[N+]([O-])([O-])=O.[N+]([O-])([O-])=O>[Cl:10][C:11]1[CH:18]=[C:15]2[C:14]([CH:19]=[C:20]([C:22]3[C:31]4[C:26](=[CH:27][CH:28]=[CH:29][CH:30]=4)[CH:25]=[CH:24][CH:23]=3)[N:21]=[C:16]2[NH2:17])=[CH:13][CH:12]=1 |f:0.1,6.7,9.10.11.12.13.14.15.16.17.18.19.20.21,^1:8|. Procedure: A 500-mL, three-necked, round-bottomed flask equipped with a dry ice-acetone cooled reflux condenser, addition funnel, and a gas inlet was charged with liquid ammonia (150 mL). Iron (III) nitrate nonahydrate (spatula end) was added in one portion as a solid, and then potassium metal (5.16 g, 132.0 mmol) was added cautiously in small portions. A solution of 5-chloro-2-methylbenzonitrile (10.00 g, 65.96 mmol) in THF (30 mL) was added dropwise over 5 minutes, the reaction mixture was stirred for 5 ...